Dataset: the Open Reaction Database (ORD), a public repository of structured organic reaction records. Task: describe an organic reaction: reactants, conditions, products, and yield The reactants are CC#N, CCN(C(C)C)C(C)C, O=C(Cl)C(=O)Cl, ClCCl, Cl, O=C(O)C1COc2cc(C(F)(F)F)ccc2O1, [Na+], O=C([O-])O, CN(C)C=O, CC(N)c1ccc2[nH]ncc2c1. The product is CC(NC(=O)C1COc2cc(C(F)(F)F)ccc2O1)c1ccc2[nH]ncc2c1. RXN SMILES: [CH3:54][C:55]#[N:56].[CH:37]([N:38]([CH2:39][CH3:40])[CH:41]([CH3:42])[CH3:43])([CH3:44])[CH3:45].[Cl:18][C:19]([C:20]([Cl:21])=[O:22])=[O:23].[Cl:51][CH2:52][Cl:53].[ClH:24].[F:1][C:2]([c:3]1[cH:4][c:5]2[c:6]([cH:14][cH:15]1)[O:7][CH:8]([C:11](=[O:12])[OH:13])[CH2:9][O:10]2)([F:16])[F:17].[Na+:50].[O-:46][C:47]([OH:48])=[O:49].[O:57]=[CH:58][N:59]([CH3:60])[CH3:61].[nH:25]1[n:26][cH:27][c:28]2[cH:29][c:30]([CH:34]([CH3:35])[NH2:36])[cH:31][cH:32][c:33]12>>[F:1][C:2]([c:3]1[cH:4][c:5]2[c:6]([cH:14][cH:15]1)[O:7][CH:8]([C:11](=[O:13])[NH:36][CH:34]([c:30]1[cH:29][c:28]3[cH:27][n:26][nH:25][c:33]3[cH:32][cH:31]1)[CH3:35])[CH2:9][O:10]2)([F:16])[F:17]. Starting materials: FC1(CC1)S(=O)(=O)NC(=O)[C@]12NC([C@H]3N(C([C@H]([C@@H](C[C@@H](CC\C=C/[C@@H]1C2)C)C)NC(OC(C)(C)C)=O)=O)C[C@@H](C3)OC3=NC=CC2=CC(=CC=C32)OC)=O (tert-butyl ((2R,6S,7R,9R,13aS,14aR,16aS,Z)-14a-(((1-fluorocyclopropyl)sulfonyl)carbamoyl)-2-((6-methoxyisoquinolin-1-yl)oxy)-7,9-dimethyl-5,16-dioxo-1,2,3,5,6,7,8,9,10,11,13a,14,14a,15,16,16a-hexadecahydrocyclopropa[e]pyrrolo[1,2-a][1,4]diazacyclopentadecin-6-yl)carbamate), Cl (HCl). Run in O1CCOCC1 (dioxane). The product is Cl.N[C@H]1[C@@H](C[C@@H](CC\C=C/[C@H]2[C@](NC([C@H]3N(C1=O)C[C@@H](C3)OC3=NC=CC1=CC(=CC=C31)OC)=O)(C2)C(=O)NS(=O)(=O)C2(CC2)F)C)C ((2R,6S,7R,9R,13aS,14aR,16aS,Z)-6-amino-N-(1-fluorocyclopropylsulfonyl)-2-(6-methoxyisoquinolin-1-yloxy)-7,9-dimethyl-5,16-dioxo-1,2,3,5,6,7,8,9,10,11,13a,14,14a,15,16,16a-hexadecahydrocyclopropa[e]pyrrolo[1,2-a][1,4]diazacyclopentadecine-14a-carboxamide hydrochloride). Yield: 90.0%. Reaction SMILES: [F:1][C:2]1([S:5]([NH:8][C:9]([C@@:11]23[CH2:26][C@H:25]2[CH:24]=[CH:23][CH2:22][CH2:21][C@@H:20]([CH3:27])[CH2:19][C@@H:18]([CH3:28])[C@H:17]([NH:29]C(=O)OC(C)(C)C)[C:16](=[O:37])[N:15]2[CH2:38][C@H:39]([O:41][C:42]4[C:51]5[C:46](=[CH:47][C:48]([O:52][CH3:53])=[CH:49][CH:50]=5)[CH:45]=[CH:44][N:43]=4)[CH2:40][C@H:14]2[C:13](=[O:54])[NH:12]3)=[O:10])(=[O:7])=[O:6])[CH2:4][CH2:3]1.[ClH:55]>O1CCOCC1>[ClH:55].[NH2:29][C@@H:17]1[C:16](=[O:37])[N:15]2[CH2:38][C@H:39]([O:41][C:42]3[C:51]4[C:46](=[CH:47][C:48]([O:52][CH3:53])=[CH:49][CH:50]=4)[CH:45]=[CH:44][N:43]=3)[CH2:40][C@H:14]2[C:13](=[O:54])[NH:12][C@:11]2([C:9]([NH:8][S:5]([C:2]3([F:1])[CH2:4][CH2:3]3)(=[O:6])=[O:7])=[O:10])[CH2:26][C@H:25]2[CH:24]=[CH:23][CH2:22][CH2:21][C@@H:20]([CH3:27])[CH2:19][C@H:18]1[CH3:28] |f:3.4|. Procedure: A solution of tert-butyl ((2R,6S,7R,9R,13aS,14aR,16aS,Z)-14a-(((1-fluorocyclopropyl)sulfonyl)carbamoyl)-2-((6-methoxyisoquinolin-1-yl)oxy)-7,9-dimethyl-5,16-dioxo-1,2,3,5,6,7,8,9,10,11,13a,14,14a,15,16,16a-hexadecahydrocyclopropa[e]pyrrolo[1,2-a][1,4]diazacyclopentadecin-6-yl)carbamate (30 mg, 0.039 mmol) in 4M HCl in dioxane (5 ml 4M solution) was stirred at room temperature for 2 h. The solvent was evaporated under reduced pressure to get crude compound (23 mg, 90%) as brown solid. The crude c...